This data is from the Open Reaction Database (ORD), a public repository of structured organic reaction records. The task is: describe an organic reaction: reactants, conditions, products, and yield Starting materials: FC=1C=C2C(=CC(=NC2=CC1)NN)C1=C(C=CC=C1)Cl (6-fluoro-4-(o-chlorophenyl)-2-hydrazinoquinoline), C(C)(OCC)(OCC)OCC (triethyl orthoacetate). Run in C=1(C(=CC=CC1)C)C (xylene). The product is FC=1C=C2C(=CC=3N(C2=CC1)C(=NN3)C)C3=C(C=CC=C3)Cl (7-fluoro-1-methyl-5-(o-chlorophenyl)-s-triazolo[4,3-a]quinoline). RXN SMILES: [F:1][C:2]1[CH:3]=[C:4]2[C:9](=[CH:10][CH:11]=1)[N:8]=[C:7]([NH:12][NH2:13])[CH:6]=[C:5]2[C:14]1[CH:19]=[CH:18][CH:17]=[CH:16][C:15]=1[Cl:20].[C:21](OCC)(OCC)(OCC)[CH3:22]>C1(C)C(C)=CC=CC=1>[F:1][C:2]1[CH:3]=[C:4]2[C:9](=[CH:10][CH:11]=1)[N:8]1[C:21]([CH3:22])=[N:13][N:12]=[C:7]1[CH:6]=[C:5]2[C:14]1[CH:19]=[CH:18][CH:17]=[CH:16][C:15]=1[Cl:20]. Procedure details: In the manner given in Example 2, 6-fluoro-4-(o-chlorophenyl)-2-hydrazinoquinoline and triethyl orthoacetate are refluxed in xylene to give 7-fluoro-1-methyl-5-(o-chlorophenyl)-s-triazolo[4,3-a]quinoline.